Dataset: the Open Reaction Database (ORD), a public repository of structured organic reaction records. Task: describe an organic reaction: reactants, conditions, products, and yield The reactants are C([O-])([O-])=O.[K+].[K+] (potassium carbonate), N1(CCNCC1)C=1N=CC2=C(N1)N(C=C(C2=O)C(=O)O)CC (2-(1-piperazinyl)-8-ethyl-5,8-dihydro-5-oxopyrido[2,3-d]pyrimidine-6-carboxylic acid), C(C)(=O)NC1=CC=C(CBr)C=C1 (p-acetamidobenzyl bromide). Run in O (water), CN(C=O)C (dimethylformamide). Product: C(C)(=O)NC1=CC=C(CN2CCN(CC2)C=2N=CC3=C(N2)N(C=C(C3=O)C(=O)O)CC)C=C1 (2-[4-(p-Acetamidobenzyl)-1-piperazinyl]-8-ethyl-5,8-dihydro-5-oxopyrido[2,3-d]pyrimidine-6-carboxylic acid). The yield is 80.7%. RXN SMILES: [N:1]1([C:7]2[N:8]=[CH:9][C:10]3[C:16](=[O:17])[C:15]([C:18]([OH:20])=[O:19])=[CH:14][N:13]([CH2:21][CH3:22])[C:11]=3[N:12]=2)[CH2:6][CH2:5][NH:4][CH2:3][CH2:2]1.C(=O)([O-])[O-].[K+].[K+].[C:29]([NH:32][C:33]1[CH:40]=[CH:39][C:36]([CH2:37]Br)=[CH:35][CH:34]=1)(=[O:31])[CH3:30]>CN(C)C=O.O>[C:29]([NH:32][C:33]1[CH:40]=[CH:39][C:36]([CH2:37][N:4]2[CH2:3][CH2:2][N:1]([C:7]3[N:8]=[CH:9][C:10]4[C:16](=[O:17])[C:15]([C:18]([OH:20])=[O:19])=[CH:14][N:13]([CH2:21][CH3:22])[C:11]=4[N:12]=3)[CH2:6][CH2:5]2)=[CH:35][CH:34]=1)(=[O:31])[CH3:30] |f:1.2.3|. Procedure: To a suspension of 35.3 g of 2-(1-piperazinyl)-8-ethyl-5,8-dihydro-5-oxopyrido[2,3-d]pyrimidine-6-carboxylic acid in 500 ml of dimethylformamide was added a solution of 39.0 g of potassium carbonate in 50 ml of water and then 39.5 g of p-acetamidobenzyl bromide. The mixture was heated at 80°-90° C. for 1.5 hours with stirring. After removal of a small amount of the insoluble material by filtration, the filtrate was concentrated to dryness under reduced pressure and the residue was dissolved in 1... Reactants: NC1=C(C(=NS1)N(CC)CC)C#N (5-amino-4-cyano-3-(diethylamino)isothiazole), CN=C=O (methyl isocyanate). The reagents and catalysts are C(C)(=O)[O-].C(C)(=O)[O-].C(CCC)[Sn+2]CCCC (dibutyltin diacetate). Solvent: O1CCCC1 (tetrahydrofuran). The product is CNC(=O)NC1=C(C(=NS1)N(CC)CC)C#N (1-methyl-3-(4-cyano-3-(diethylamino)-5-isothiazolyl)urea). RXN SMILES: [NH2:1][C:2]1[S:6][N:5]=[C:4]([N:7]([CH2:10][CH3:11])[CH2:8][CH3:9])[C:3]=1[C:12]#[N:13].[CH3:14][N:15]=[C:16]=[O:17]>C([O-])(=O)C.C([O-])(=O)C.C([Sn+2]CCCC)CCC.O1CCCC1>[CH3:14][NH:15][C:16]([NH:1][C:2]1[S:6][N:5]=[C:4]([N:7]([CH2:8][CH3:9])[CH2:10][CH3:11])[C:3]=1[C:12]#[N:13])=[O:17] |f:2.3.4|. Reported procedure: A mixture of 9.8 g of 5-amino-4-cyano-3-(diethylamino)isothiazole, 20 drops of dibutyltin diacetate, and about 15 ml of methyl isocyanate in 50 ml of dry tetrahydrofuran was heated under reflux for 21 hours, at which time thin-layer chromatographic analysis indicated reaction to be complete. The solution was concentrated under reduced pressure and the residue was recrystallized from ethanol to give 11.7 g of white 1-methyl-3-(4-cyano-3-(diethylamino)-5-isothiazolyl)urea, m.p. 182°-183°. The nmr ...